Task: describe an organic reaction: reactants, conditions, products, and yield. Dataset: the Open Reaction Database (ORD), a public repository of structured organic reaction records Reactants: CI (Methyl iodide), CC1=C2N(C3=CC=CC=C13)CCCC2NC=O (N-(6,7,8,9-tetrahydro-10-methylpyrido[1,2-a]indol-9-yl)formamide), [H-].[Na+] (sodium hydride). Solvent: CN(C=O)C (dimethylformamide), solvent. Conditions: temperature 25 celsius, time 2 hour. The product is CC1=C2N(C3=CC=CC=C13)CCCC2N(C=O)C (N-(6,7,8,9-Tetrahydro-10-methylpyrido[1,2-a]indol-9-yl)-N-methylformamide). The yield is 100.0%. Reaction SMILES: [CH3:1][C:2]1[C:10]2[C:5](=[CH:6][CH:7]=[CH:8][CH:9]=2)[N:4]2[CH2:11][CH2:12][CH2:13][CH:14]([NH:15][CH:16]=[O:17])[C:3]=12.[H-].[Na+].[CH3:20]I>CN(C)C=O>[CH3:1][C:2]1[C:10]2[C:5](=[CH:6][CH:7]=[CH:8][CH:9]=2)[N:4]2[CH2:11][CH2:12][CH2:13][CH:14]([N:15]([CH3:20])[CH:16]=[O:17])[C:3]=12 |f:1.2|. Procedure: A solution of N-(6,7,8,9-tetrahydro-10-methylpyrido[1,2-a]indol-9-yl)formamide (7.4 g, 32.4 mmol) in dimethylformamide (90 mL) was added dropwise at 25° C. to a suspension of sodium hydride (1.78 g, 37 mmol, ~50% suspension in mineral oil) in the same solvent (90 mL). The reaction mixture was stirred at 25° C. for 2 hours under exclusion of moisture. Methyl iodide (5.1 g, 35.6 mmol) was added and the mixture stirred at 25° C. overnight. The solvent was evaporated in vacuo and the residue partiti... Reactants: C(C1=CC=CC=C1)N1CC(OCC1)C(CC1=C(C=CC=C1Cl)Cl)(O)C1=CC=CC=C1 (1-(4-Benzyl-morpholin-2-yl)-2-(2,6-dichloro-phenyl)-1-phenyl-ethanol), C(=O)[O-].[NH4+] (ammonium formate). Reagents/catalysts: [Pd] (palladium on charcoal). Solvent: C(C)(=O)OCC (ethyl acetate). The product is Cl.ClC1=C(C(=CC=C1)Cl)CC(O)(C1=CC=CC=C1)C1CNCCO1 (2-(2,6-Dichloro-phenyl)-1-morpholin-2-yl-1-phenyl-ethanol hydrochloride). Isolated yield 30.3%. RXN SMILES: C([N:8]1[CH2:13][CH2:12][O:11][CH:10]([C:14]([C:25]2[CH:30]=[CH:29][CH:28]=[CH:27][CH:26]=2)([OH:24])[CH2:15][C:16]2[C:21]([Cl:22])=[CH:20][CH:19]=[CH:18][C:17]=2[Cl:23])[CH2:9]1)C1C=CC=CC=1.C([O-])=O.[NH4+]>C(OCC)(=O)C.[Pd]>[ClH:22].[Cl:22][C:21]1[CH:20]=[CH:19][CH:18]=[C:17]([Cl:23])[C:16]=1[CH2:15][C:14]([CH:10]1[O:11][CH2:12][CH2:13][NH:8][CH2:9]1)([C:25]1[CH:30]=[CH:29][CH:28]=[CH:27][CH:26]=1)[OH:24] |f:1.2,5.6|. Reported procedure: To a solution of 1-(4-Benzyl-morpholin-2-yl)-2-(2,6-dichloro-phenyl)-1-phenyl-ethanol (450 mg, 1 equiv.) in ethyl acetate (15 mL) at room temperature under nitrogen atmosphere was added ammonium formate (1.69 g, 25 equiv.) followed by addition of palladium on charcoal (10%, 45 mg.). The reaction mixture was heated to reflux for 3 hour, cooled to room temperature and then filtered through Celite. All volatiles were evaporated under vacuum, and the resulting solid was purified via preparative HPLC... Starting materials: C1C(OCCC12CCOCC2)O (3,9-dioxaspiro[5.5]undecan-2-ol), [OH-].[Na+] (sodium hydroxide), FC(C(=O)O)(F)F.C1(=CC=C(C=C1)NC1CCNCC1)C (4-(p-toluidino)piperidine trifluoroacetate), C(C)(=O)O[BH-](OC(C)=O)OC(C)=O.[Na+] (sodium triacetoxyborohydride). Run in O1CCCC1 (tetrahydrofuran), C(C)N(CC)CC (triethylamine), O1CCCC1 (tetrahydrofuran). Reaction conditions: time 25 minute. The product is C1(=CC=C(C=C1)NC1CCN(CC1)CCC1(CCOCC1)CCO)C (2-[4-[2-[4-(p-Toluidino)piperidin-1-yl]ethyl]tetrahydropy-ran-4-yl]ethanol). Reaction SMILES: FC(F)(F)C(O)=O.[C:8]1([CH3:21])[CH:13]=[CH:12][C:11]([NH:14][CH:15]2[CH2:20][CH2:19][NH:18][CH2:17][CH2:16]2)=[CH:10][CH:9]=1.[CH2:22]1[C:27]2([CH2:32][CH2:31][O:30][CH2:29][CH2:28]2)[CH2:26][CH2:25][O:24][CH:23]1O.C(O[BH-](OC(=O)C)OC(=O)C)(=O)C.[Na+].[OH-].[Na+]>O1CCCC1.C(N(CC)CC)C>[C:8]1([CH3:21])[CH:9]=[CH:10][C:11]([NH:14][CH:15]2[CH2:20][CH2:19][N:18]([CH2:31][CH2:32][C:27]3([CH2:28][CH2:29][OH:30])[CH2:26][CH2:25][O:24][CH2:23][CH2:22]3)[CH2:17][CH2:16]2)=[CH:12][CH:13]=1 |f:0.1,3.4,5.6|. Procedure: To a suspension of 4-(p-toluidino)piperidine trifluoroacetate (synthesized in Preparation Example 4-5) (656 mg) in tetrahydrofuran (5 mL) was added triethylamine (0.44 mL). The solution was stirred at room temperature for 25 minutes. Then, 3,9-dioxaspiro[5.5]undecan-2-ol (synthesized in Example 79) (135 mg) in tetrahydrofuran (3 mL) was added to the solution and it was stirred at room temperature for additional 5 minutes. The reaction solution was ice-cooled and sodium triacetoxyborohydride (333... Reactants: O=C(Cl)OCC(Cl)(Cl)Cl, C1CCOC1, c1ccncc1, Nc1cncnc1. Yields the product O=C(Nc1cncnc1)OCC(Cl)(Cl)Cl. Reaction SMILES: [Cl:14][C:15](=[O:16])[O:17][CH2:18][C:19]([Cl:20])([Cl:21])[Cl:22].[O:23]1[CH2:24][CH2:25][CH2:26][CH2:27]1.[cH:8]1[cH:9][cH:10][n:11][cH:12][cH:13]1.[n:1]1[cH:2][n:3][cH:4][c:5]([NH2:7])[cH:6]1>>[n:1]1[cH:2][n:3][cH:4][c:5]([NH:7][C:15](=[O:16])[O:17][CH2:18][C:19]([Cl:20])([Cl:21])[Cl:22])[cH:6]1.